Task: describe an organic reaction: reactants, conditions, products, and yield. Dataset: the Open Reaction Database (ORD), a public repository of structured organic reaction records Product: ClC1=C(C=C(OC2=CC(=C(C(=C2)C)OC)C)C=C1C)C (4(4-chloro-3,5-dimethyl-phenoxy)-2,6-dimethyl-anisole). RXN SMILES: [OH-:1].[Na+].O.Br[C:5]1[CH:10]=[C:9]([CH3:11])[C:8]([O:12][CH3:13])=[C:7]([CH3:14])[CH:6]=1.[CH2:15]([Cl:17])Cl>>[Cl:17][C:15]1[C:9]([CH3:8])=[CH:10][C:5]([O:1][C:5]2[CH:10]=[C:9]([CH3:11])[C:8]([O:12][CH3:13])=[C:7]([CH3:14])[CH:6]=2)=[CH:6][C:7]=1[CH3:14] |f:0.1|. Reported procedure: A mixture of 94 g of 4-chloro-3,5-dimethyl-phenol, 129 g of 4-bromo-2,6-dimethyl-anisole, 40 g of potassium hydroxide and 5 g of copper powder was slowly heated to 180°-190° C. During this operation, first the corresponding potassium phenolate formed, and the water formed separated by distillation with a small amount of 4-bromo-2,6-dimethylanisole. At about 200°-220° C., further reaction yielding phenoxy-anisole took place. After about 4 to 5 hours, the reaction was complete. The cooled substanc... Starting materials: C(Cl)Cl (methylene chloride), [OH-].[Na+] (sodium hydroxide), O (water), BrC1=CC(=C(C(=C1)C)OC)C (4-bromo-2,6-dimethyl-anisole). Run at time 4.5 hour. Starting materials: CC(C)(C)c1ccc(N=C=O)cc1, CCN(C(C)C)C(C)C, ClCCl, Cl, NCc1ccc(-n2c(-c3cccnc3N)nc3cccnc32)cc1, O. The product is CC(C)(C)c1ccc(NC(=O)NCc2ccc(-n3c(-c4cccnc4N)nc4cccnc43)cc2)cc1. RXN SMILES: [C:35]([CH3:36])([CH3:37])([CH3:38])[c:39]1[cH:40][cH:41][c:42]([N:45]=[C:46]=[O:47])[cH:43][cH:44]1.[CH:26]([N:27]([CH:28]([CH3:29])[CH3:30])[CH2:31][CH3:32])([CH3:33])[CH3:34].[Cl:49][CH2:50][Cl:51].[ClH:25].[NH2:1][CH2:2][c:3]1[cH:4][cH:5][c:6](-[n:9]2[c:10](-[c:18]3[c:19]([NH2:24])[n:20][cH:21][cH:22][cH:23]3)[n:11][c:12]3[c:13]2[n:14][cH:15][cH:16][cH:17]3)[cH:7][cH:8]1.[OH2:48]>>[NH:1]([CH2:2][c:3]1[cH:4][cH:5][c:6](-[n:9]2[c:10](-[c:18]3[c:19]([NH2:24])[n:20][cH:21][cH:22][cH:23]3)[n:11][c:12]3[c:13]2[n:14][cH:15][cH:16][cH:17]3)[cH:7][cH:8]1)[C:46]([NH:45][c:42]1[cH:41][cH:40][c:39]([C:35]([CH3:36])([CH3:37])[CH3:38])[cH:44][cH:43]1)=[O:47].